Dataset: the Open Reaction Database (ORD), a public repository of structured organic reaction records. Task: describe an organic reaction: reactants, conditions, products, and yield The reactants are C(C)(=O)OCCOC1=NN(C(=C1C1=CC=CC=C1)N(COCCOC)S(=O)(=O)C1=CC=C(C=C1)C(C)(C)C)C (2-[(5-{{[4-(tert-butyl)phenyl]sulfonyl}[(2-methoxyethoxy)methyl]amino}-1-methyl-4-phenyl-1H-pyrazol-3-yl)oxy]ethyl acetate), C([O-])([O-])=O.[K+].[K+] (potassium carbonate). Solvent: CO (methanol), O (water). Reaction conditions: time 1.5 hour. Product: C(C)(C)(C)C1=CC=C(C=C1)S(=O)(=O)N(COCCOC)C1=C(C(=NN1C)OCCO)C1=CC=CC=C1 (4-(tert-butyl)-N-[3-(2-hydroxyethoxy)-1-methyl-4-phenyl-1H-pyrazol-5-yl]-N-[(2-methoxyethoxy)methyl]benzenesulfonamide), solid. RXN SMILES: C([O:4][CH2:5][CH2:6][O:7][C:8]1[C:12]([C:13]2[CH:18]=[CH:17][CH:16]=[CH:15][CH:14]=2)=[C:11]([N:19]([S:26]([C:29]2[CH:34]=[CH:33][C:32]([C:35]([CH3:38])([CH3:37])[CH3:36])=[CH:31][CH:30]=2)(=[O:28])=[O:27])[CH2:20][O:21][CH2:22][CH2:23][O:24][CH3:25])[N:10]([CH3:39])[N:9]=1)(=O)C.C(=O)([O-])[O-].[K+].[K+]>CO.O>[C:35]([C:32]1[CH:33]=[CH:34][C:29]([S:26]([N:19]([C:11]2[N:10]([CH3:39])[N:9]=[C:8]([O:7][CH2:6][CH2:5][OH:4])[C:12]=2[C:13]2[CH:18]=[CH:17][CH:16]=[CH:15][CH:14]=2)[CH2:20][O:21][CH2:22][CH2:23][O:24][CH3:25])(=[O:28])=[O:27])=[CH:30][CH:31]=1)([CH3:38])([CH3:36])[CH3:37] |f:1.2.3|. Procedure details: To 2-[(5-{{[4-(tert-butyl)phenyl]sulfonyl}[(2-methoxyethoxy)methyl]amino}-1-methyl-4-phenyl-1H-pyrazol-3-yl)oxy]ethyl acetate (Preparation 16) (1.112 g) in solution in methanol (100 ml) was added a solution of potassium carbonate (890 mg) in water (25 ml), at room temperature. The reaction was stirred at room temperature for 1.5 hours, and then overnight. The reaction was stripped down and the residue partitioned between dichloromethane (20 ml) and water (20 ml). The aqueous layer was extracted ... Starting materials: CC1=C(NC2=C1C(N(CCC2)CCN2CCCC2)=O)C=O (3-methyl-4-oxo-5-(2-pyrrolidin-1-yl-ethyl)-1,4,5,6,7,8-hexahydro-pyrrolo[3,2-c]azepine-2-carbaldehyde), ClC1=C(C(=CC=C1)Cl)CS(=O)(=O)C=1C=C2CC(NC2=CC1)=O (5-(2,6-dichloro-phenylmethanesulfonyl)-1,3-dihydro-indol-2-one), N1CCCCC1 (piperidine). Solvent: C(C)O (ethanol). The product is title compound, ClC1=C(CS(=O)(=O)C=2C=C3/C(/C(NC3=CC2)=O)=C/C2=C(C=3C(N(CCCC3N2)CCN2CCCC2)=O)C)C(=CC=C1)Cl ((Z)-2-((5-(2,6-dichlorobenzylsulfonyl)-2-oxoindolin-3-yl idene)methyl)-3-methyl-5-(2-(pyrrolidin-1-yl)ethyl)-5,6,7,8-tetrahydropyrrolo[3,2-c]azepin-4(1H)-one). Isolated yield 79.0%. As a reaction SMILES: [CH3:1][C:2]1[C:6]2[C:7](=[O:19])[N:8]([CH2:12][CH2:13][N:14]3[CH2:18][CH2:17][CH2:16][CH2:15]3)[CH2:9][CH2:10][CH2:11][C:5]=2[NH:4][C:3]=1[CH:20]=O.[Cl:22][C:23]1[CH:28]=[CH:27][CH:26]=[C:25]([Cl:29])[C:24]=1[CH2:30][S:31]([C:34]1[CH:35]=[C:36]2[C:40](=[CH:41][CH:42]=1)[NH:39][C:38](=[O:43])[CH2:37]2)(=[O:33])=[O:32].N1CCCCC1>C(O)C>[Cl:22][C:23]1[CH:28]=[CH:27][CH:26]=[C:25]([Cl:29])[C:24]=1[CH2:30][S:31]([C:34]1[CH:35]=[C:36]2[C:40](=[CH:41][CH:42]=1)[NH:39][C:38](=[O:43])/[C:37]/2=[CH:20]\[C:3]1[NH:4][C:5]2[CH2:11][CH2:10][CH2:9][N:8]([CH2:12][CH2:13][N:14]3[CH2:15][CH2:16][CH2:17][CH2:18]3)[C:7](=[O:19])[C:6]=2[C:2]=1[CH3:1])(=[O:32])=[O:33]. Procedure details: 3-methyl-4-oxo-5-(2-pyrrolidin-1-yl-ethyl)-1,4,5,6,7,8-hexahydro-pyrrolo[3,2-c]azepine-2-carbaldehyde 28c (75 mg, 0.262 mmol) and 5-(2,6-dichloro-phenylmethanesulfonyl)-1,3-dihydro-indol-2-one 64c (84 mg, 0.236 mmol) were dissolved in 2.5 ml of ethanol, and added with 42 μl of piperidine to the solution at room temperature. Upon completion of the addition, the reaction mixture was heated to reflux for 3 hours. After thin lay chromatography showed the disappearance of starting materials, the reac... Reactants: [BH4-], Cc1cc(N=Cc2oc3cccc(OCCCN(C)Cc4cccnc4)c3c2C)no1, CO, [Na+]. Yields the product Cc1cc(NCc2oc3cccc(OCCCN(C)Cc4cccnc4)c3c2C)no1. RXN SMILES: [BH4-:32].[CH3:1][c:2]1[cH:3][c:4]([N:7]=[CH:8][c:9]2[o:10][c:11]3[c:12]([c:13]2[CH3:14])[c:15]([O:19][CH2:20][CH2:21][CH2:22][N:23]([CH2:24][c:25]2[cH:26][n:27][cH:28][cH:29][cH:30]2)[CH3:31])[cH:16][cH:17][cH:18]3)[n:5][o:6]1.[CH3:34][OH:35].[Na+:33]>>[CH3:1][c:2]1[cH:3][c:4]([NH:7][CH2:8][c:9]2[o:10][c:11]3[c:12]([c:13]2[CH3:14])[c:15]([O:19][CH2:20][CH2:21][CH2:22][N:23]([CH2:24][c:25]2[cH:26][n:27][cH:28][cH:29][cH:30]2)[CH3:31])[cH:16][cH:17][cH:18]3)[n:5][o:6]1. Reactants: saturated solution, C([O-])(O)=O.[Na+] (sodium bicarbonate), CNCCCC (N-methylbutylamine), CN1CCOCC1 (N-methylmorpholine), ClC(=O)OCC(C)C (isobutyl chloroformate), BrCCCCCCCC(=O)O (8-bromo octanoic acid). Solvent: C(Cl)Cl (methylene chloride). Reaction conditions: time 30 minute. The product is BrCCCCCCCC(=O)N(C)CCCC (8-bromo-N-butyl-N-methyl octanamide). Reaction SMILES: CN1CCOCC1.ClC(OCC(C)C)=O.[Br:16][CH2:17][CH2:18][CH2:19][CH2:20][CH2:21][CH2:22][CH2:23][C:24]([OH:26])=O.[CH3:27][NH:28][CH2:29][CH2:30][CH2:31][CH3:32].C(=O)(O)[O-].[Na+]>C(Cl)Cl>[Br:16][CH2:17][CH2:18][CH2:19][CH2:20][CH2:21][CH2:22][CH2:23][C:24]([N:28]([CH2:29][CH2:30][CH2:31][CH3:32])[CH3:27])=[O:26] |f:4.5|. Procedure details: 9.1 ml of N-methylmorpholine and then 10.4 ml of isobutyl chloroformate were added dropwise at -10° C. to -15° C. to a solution of 5 g of 8-bromo octanoic acid in 200 ml of methylene chloride. The mixture was stirred for 30 minutes at -10° C. to -15° C. and then at this temperature, 13 ml of N-methylbutylamine were added. The mixture was allowed to rise ambient temperature and stood for 40 minutes. Then, 150 ml of a saturated solution of sodium bicarbonate were added and the mixture was stirred ... Starting materials: O=C1CCC2(CC1)OCCO2, [Li]CCCC, C1CCOC1, CCOC(C)=O, O, COC(=O)Nc1nccs1. Product: COC(=O)Nc1ncc(C2(O)CCC3(CC2)OCCO3)s1. RXN SMILES: [CH2:16]1[CH2:17][O:18][C:19]2([CH2:20][CH2:21][C:22](=[O:25])[CH2:23][CH2:24]2)[O:26]1.[CH2:1]([Li:2])[CH2:3][CH2:4][CH3:5].[CH2:28]1[O:29][CH2:30][CH2:31][CH2:32]1.[CH3:33][CH2:34][O:35][C:36]([CH3:37])=[O:38].[OH2:27].[s:6]1[c:7]([NH:11][C:12]([O:13][CH3:14])=[O:15])[n:8][cH:9][cH:10]1>>[s:6]1[c:7]([NH:11][C:12]([O:13][CH3:14])=[O:15])[n:8][cH:9][c:10]1[C:22]1([OH:25])[CH2:21][CH2:20][C:19]2([O:18][CH2:17][CH2:16][O:26]2)[CH2:24][CH2:23]1. Starting materials: CCCC(CCC)n1ccc(=O)c2c(Br)cccc21, O=C([O-])[O-], Cc1ccc(B(O)O)c(C)c1, [K+], [K+], C1COCCO1, O, c1ccc(P(c2ccccc2)(c2ccccc2)[Pd](P(c2ccccc2)(c2ccccc2)c2ccccc2)(P(c2ccccc2)(c2ccccc2)c2ccccc2)P(c2ccccc2)(c2ccccc2)c2ccccc2)cc1. The product is CCCC(CCC)n1ccc(=O)c2c(-c3ccc(C)cc3C)cccc21. Reaction SMILES: [Br:1][c:2]1[c:3]2[c:4](=[O:19])[cH:5][cH:6][n:7]([CH:12]([CH2:13][CH2:14][CH3:15])[CH2:16][CH2:17][CH3:18])[c:8]2[cH:9][cH:10][cH:11]1.[C:31](=[O:32])([O-:33])[O-:34].[CH3:20][c:21]1[c:22]([B:28]([OH:29])[OH:30])[cH:23][cH:24][c:25]([CH3:27])[cH:26]1.[K+:35].[K+:36].[O:115]1[CH2:116][CH2:117][O:118][CH2:119][CH2:120]1.[OH2:37].[cH:38]1[cH:39][cH:40][c:41]([P:42]([Pd:43]([P:44]([c:45]2[cH:46][cH:47][cH:48][cH:49][cH:50]2)([c:51]2[cH:52][cH:53][cH:54][cH:55][cH:56]2)[c:57]2[cH:58][cH:59][cH:60][cH:61][cH:62]2)([P:63]([c:64]2[cH:65][cH:66][cH:67][cH:68][cH:69]2)([c:70]2[cH:71][cH:72][cH:73][cH:74][cH:75]2)[c:76]2[cH:77][cH:78][cH:79][cH:80][cH:81]2)[P:82]([c:83]2[cH:84][cH:85][cH:86][cH:87][cH:88]2)([c:89]2[cH:90][cH:91][cH:92][cH:93][cH:94]2)[c:95]2[cH:96][cH:97][cH:98][cH:99][cH:100]2)([c:101]2[cH:102][cH:103][cH:104][cH:105][cH:106]2)[c:107]2[cH:108][cH:109][cH:110][cH:111][cH:112]2)[cH:113][cH:114]1>>[c:2]1(-[c:22]2[c:21]([CH3:20])[cH:26][c:25]([CH3:27])[cH:24][cH:23]2)[c:3]2[c:4](=[O:19])[cH:5][cH:6][n:7]([CH:12]([CH2:13][CH2:14][CH3:15])[CH2:16][CH2:17][CH3:18])[c:8]2[cH:9][cH:10][cH:11]1. The reactants are CCCc1cc(C=O)nn1-c1ccccc1, COc1ccc(N2CCN(CCN)CC2)cc1. The product is CCCc1cc(CNCCN2CCN(c3ccc(OC)cc3)CC2)nn1-c1ccccc1. As a reaction SMILES: [CH2:18]([CH2:19][CH3:20])[c:21]1[cH:22][c:23]([CH:32]=[O:33])[n:24][n:25]1-[c:26]1[cH:27][cH:28][cH:29][cH:30][cH:31]1.[CH3:1][O:2][c:3]1[cH:4][cH:5][c:6]([N:9]2[CH2:10][CH2:11][N:12]([CH2:15][CH2:16][NH2:17])[CH2:13][CH2:14]2)[cH:7][cH:8]1>>[CH3:1][O:2][c:3]1[cH:4][cH:5][c:6]([N:9]2[CH2:10][CH2:11][N:12]([CH2:15][CH2:16][NH:17][CH2:32][c:23]3[cH:22][c:21]([CH2:18][CH2:19][CH3:20])[n:25](-[c:26]4[cH:27][cH:28][cH:29][cH:30][cH:31]4)[n:24]3)[CH2:13][CH2:14]2)[cH:7][cH:8]1. The reactants are C([O-])(O)=O.[Na+] (sodium bicarbonate), N[C@H]1[C@@]2(C[C@H]([C@H](CC1)N2)S(=O)(=O)C2=CC=CC=C2)C2=CC=CC=C2 ((1R*,2R*,5S*,6R*)-2-amino-1-phenyl-6-phenylsulphonyl-8-azabicyclo[3.2.1]octane), P(=O)(O)([O-])[O-].[Na+].[Na+] (disodium hydrogen phosphate). Reagents/catalysts: [Na].[Hg] (sodium amalgam). Solvent: CO (methanol). Conditions: time 40 minute. Yields the product N[C@H]1[C@@]2(CC[C@H](CC1)N2)C2=CC=CC=C2 ((1R*,2R*,5S*)-2-amino-1-phenyl-8-azabicyclo[3.2.1]octane). Isolated yield 55.2%. RXN SMILES: [NH2:1][C@@H:2]1[CH2:8][CH2:7][C@@H:6]2[NH:9][C@@:3]1([C:19]1[CH:24]=[CH:23][CH:22]=[CH:21][CH:20]=1)[CH2:4][C@H:5]2S(C1C=CC=CC=1)(=O)=O.P([O-])([O-])(O)=O.[Na+].[Na+].C(=O)(O)[O-].[Na+]>CO.[Na].[Hg]>[NH2:1][C@@H:2]1[CH2:8][CH2:7][C@@H:6]2[NH:9][C@@:3]1([C:19]1[CH:24]=[CH:23][CH:22]=[CH:21][CH:20]=1)[CH2:4][CH2:5]2 |f:1.2.3,4.5,7.8,^1:38|. Reported procedure: (1R*,2R*,5S*,6R*)-2-amino-1-phenyl-6-phenylsulphonyl-8-azabicyclo[3.2.1]octane (Description 5; 1.0 g, 2.9 mmol) in methanol (20 mL) was treated with disodium hydrogen phosphate (1.65 g, 11.6 mmol) and 10% sodium amalgam (2.67 g), and the mixture stirred for 40 minutes. Saturated sodium bicarbonate solution (100 mL) was then added and the suspension extracted with dichloromethane (2×100 mL). The extracts were dried (MgSO4) and concentrated, and the residue purified by silica chromatography to giv... The reactants are COC1=CC=C(C=C1)C(CC)=O (p-methoxypropiophenone), CC(=O)[O-].CC(=O)[O-].CC(=O)[O-].CC(=O)[O-].[Pb+2] (lead(IV)acetate), C(C)OC(OCC)OCC (triethylorthoformate), Cl(=O)(=O)(=O)O (perchloric acid), ester. Solvent: CO (methanol), [OH-].[K+] (KOH), O (water), CO (methanol). Conditions: temperature 55 celsius. The product is COC1=CC=C(C=C1)C(C(=O)O)C (2-(p-Methoxyphenyl)propionic acid). Yield: 63.5%. As a reaction SMILES: [CH3:1][O:2][C:3]1[CH:8]=[CH:7][C:6]([C:9](=O)[CH2:10]C)=[CH:5][CH:4]=1.C[C:14]([O-:16])=[O:15].CC([O-])=O.CC([O-])=O.CC([O-])=O.[Pb+2].C(OC(OCC)OCC)C.Cl(O)(=O)(=O)=O>[OH-].[K+].O.CO>[CH3:1][O:2][C:3]1[CH:4]=[CH:5][C:6]([CH:9]([CH3:10])[C:14]([OH:16])=[O:15])=[CH:7][CH:8]=1 |f:1.2.3.4.5,8.9|. Procedure: A mixture of p-methoxypropiophenone (2.39 g, 14.5 mmol), 90% lead(IV)acetate (6.45 g, 14.5 mmol), triethylorthoformate (15 ml) and 70% perchloric acid (1.2 ml. 29 mmol) was heated to 55° C. for 18 h. The mixture was cooled and the triethylorthoformate removed under reduced pressure. The residue was dissolved in CHCl3 and the remaining precipitate filtered off and discarded. The CHCl3 solution was then washed with water and evaporated to yield the crude ester. This crude ester product was dissolv... As a reaction SMILES: [N+:1]([O-:4])(O)=[O:2].[Cl:5][C:6]1[CH:7]=[C:8]2[C:13](=[CH:14][C:15]=1[NH:16][C:17]([O:19][CH2:20][CH3:21])=[O:18])[N:12]=[C:11]([OH:22])[C:10]([OH:23])=[N:9]2>C(O)(=O)C>[Cl:5][C:6]1[CH:7]=[C:8]2[C:13]([N:12]=[C:11]([OH:22])[C:10]([OH:23])=[N:9]2)=[C:14]([N+:1]([O-:4])=[O:2])[C:15]=1[NH:16][C:17]([O:19][CH2:20][CH3:21])=[O:18]. Reactants: ice, [N+](=O)(O)[O-] (nitric acid), ice water, ClC=1C=C2N=C(C(=NC2=CC1NC(=O)OCC)O)O (6-chloro-7-ethoxycarbonylamino-2,3-dihydroxyquinoxaline). Product: ClC1=C(C(=C2N=C(C(=NC2=C1)O)O)[N+](=O)[O-])NC(=O)OCC (7-chloro-6-ethoxycarbonylamino-5-nitro-2,3-dihydroxyquinoxaline). Procedure: To an ice-cooled mixture of 50 ml 100% nitric acid and 100 ml glacial acetic acid was added gradually 10 g 6-chloro-7-ethoxycarbonylamino-2,3-dihydroxyquinoxaline. Stirring was continued at 0° C. for 90 min. The reaction mixture was poured into 500 ml ice-water to give 10 g (86%) 7-chloro-6-ethoxycarbonylamino-5-nitro-2,3-dihydroxyquinoxaline as yellow crystals, m.p.>300° C. NMR (DMSO-d6): 12.2 (1H, broad s), 11.7 (1H, broad m), 9.3 (1H, broad s), 7.33 (1H,S), 4.0 (2H,q), 1.2 (3H,t). Run at time 90 minute. The yield is 86.0%. Solvent: C(C)(=O)O (acetic acid).